Dataset: the Open Reaction Database (ORD), a public repository of structured organic reaction records. Task: describe an organic reaction: reactants, conditions, products, and yield Reactants: ClC=1C=CC(=C(C(C2=CC=CC=C2)O)C1)CO (5-chloro-2-hydroxymethylbenzhydrol), [Se](=O)=O (selenium dioxide). Procedure: A solution of 9.3 g. of 5-chloro-2-hydroxymethylbenzhydrol in 50 ml. of acetic acid and 5.2 g. of selenium dioxide was refluxed for 3 hours. The mixture was filtered, cooled, poured on ice, made alkaline and extracted with ether. Concentration and addition of petroleum ether gave the product as prisms which after recrystallization from a mixture of ether and petroleum ether melted at 82°-84°. Ultraviolet maxima (2-propanol) at 230 μ (ε = 19,500) and 257 μ (ε = 23,500); infrared absorption (CHCl3... Reaction SMILES: [Cl:1][C:2]1[CH:3]=[CH:4][C:5]([CH2:16][OH:17])=[C:6]([CH:15]=1)[CH:7]([OH:14])[C:8]1[CH:13]=[CH:12][CH:11]=[CH:10][CH:9]=1.[Se](=O)=O>C(O)(=O)C>[C:7]([C:6]1[CH:15]=[C:2]([Cl:1])[CH:3]=[CH:4][C:5]=1[CH:16]=[O:17])(=[O:14])[C:8]1[CH:9]=[CH:10][CH:11]=[CH:12][CH:13]=1. The product is C(C1=CC=CC=C1)(=O)C1=C(C=O)C=CC(=C1)Cl (2-benzoyl-4-chlorobenzaldehyde). The solvent is C(C)(=O)O (acetic acid). Reactants: CO, COCc1cnc2[nH]c(C(=CC3CCCC3)c3ccc(S(C)(=O)=O)cc3)cc2c1. RXN SMILES: [CH3:30][OH:31].[CH:1]1([CH:6]=[C:7]([c:8]2[cH:9][cH:10][c:11]([S:14](=[O:15])(=[O:16])[CH3:17])[cH:12][cH:13]2)[c:18]2[cH:19][c:20]3[c:21]([n:22][cH:23][c:24]([CH2:26][O:27][CH3:28])[cH:25]3)[nH:29]2)[CH2:2][CH2:3][CH2:4][CH2:5]1>>[CH:1]1([CH2:6][CH:7]([c:8]2[cH:9][cH:10][c:11]([S:14](=[O:15])(=[O:16])[CH3:17])[cH:12][cH:13]2)[c:18]2[cH:19][c:20]3[c:21]([n:22][cH:23][c:24]([CH2:26][O:27][CH3:28])[cH:25]3)[nH:29]2)[CH2:2][CH2:3][CH2:4][CH2:5]1. Product: COCc1cnc2[nH]c(C(CC3CCCC3)c3ccc(S(C)(=O)=O)cc3)cc2c1. Reactants: Cl (HCl), CO (MeOH), FC1=NC=CC=C1C=1C(NC(N(N1)CCCN1CC2(CC2(C1)C1=CC=C(C=C1)C(F)(F)F)C)=O)=O (6-(2-fluoro-3-pyridinyl)-2-(3-{1-methyl-5-[4-(trifluoromethyl)phenyl]-3-azabicyclo[3.1.0]hex-3-yl}propyl)-1,2,4-triazine-3,5(2H,4H)-dione). Solvent: C(Cl)Cl (DCM). Product: Cl.Cl.FC1=NC=CC=C1C=1C(NC(N(N1)CCCN1CC2(CC2(C1)C1=CC=C(C=C1)C(F)(F)F)C)=O)=O (6-(2-fluoro-3-pyridinyl)-2-(3-{1-methyl-5-[4-(trifluoromethyl)phenyl]-3-azabicyclo[3.1.0]hex-3-yl}propyl)-1,2,4-triazine-3,5(2H,4H)-dione dihydrochloride salt). As a reaction SMILES: [F:1][C:2]1[C:7]([C:8]2[C:9](=[O:35])[NH:10][C:11](=[O:34])[N:12]([CH2:14][CH2:15][CH2:16][N:17]3[CH2:22][C:21]4([C:23]5[CH:28]=[CH:27][C:26]([C:29]([F:32])([F:31])[F:30])=[CH:25][CH:24]=5)[C:19]([CH3:33])([CH2:20]4)[CH2:18]3)[N:13]=2)=[CH:6][CH:5]=[CH:4][N:3]=1.[ClH:36].CO>C(Cl)Cl>[ClH:36].[ClH:36].[F:1][C:2]1[C:7]([C:8]2[C:9](=[O:35])[NH:10][C:11](=[O:34])[N:12]([CH2:14][CH2:15][CH2:16][N:17]3[CH2:22][C:21]4([C:23]5[CH:28]=[CH:27][C:26]([C:29]([F:32])([F:31])[F:30])=[CH:25][CH:24]=5)[C:19]([CH3:33])([CH2:20]4)[CH2:18]3)[N:13]=2)=[CH:6][CH:5]=[CH:4][N:3]=1 |f:4.5.6|. Procedure details: 6-(2-fluoro-3-pyridinyl)-2-(3-{1-methyl-5-[4-(trifluoromethyl)phenyl]-3-azabicyclo[3.1.0]hex-3-yl}propyl)-1,2,4-triazine-3,5(2H,4H)-dione (E11, 14 mg, 0.029 mmol) was dissolved in 2 mL of DCM and treated with HCl 1.25M in MeOH (2.2 eq) to form 6-(2-fluoro-3-pyridinyl)-2-(3-{1-methyl-5-[4-(trifluoromethyl)phenyl]-3-azabicyclo[3.1.0]hex-3-yl}propyl)-1,2,4-triazine-3,5(2H,4H)-dione dihydrochloride salt (Enantiomer 2) (E12, 15.7 mg, 0.028 mmol). The reactants are Cc1cc2c(s1)Nc1ccccc1N=C2N, CS(C)=O, CCOC(C)=O, Cc1ccccc1, CCN(C(C)C)C(C)C, Clc1ccc(CCC2CNCCN2)cc1, Cl, O. Product: Cc1cc2c(s1)Nc1ccccc1N=C2N1CCNC(CCc2ccc(Cl)cc2)C1. Reaction SMILES: [CH3:2][c:3]1[cH:4][c:5]2[c:11]([s:12]1)[NH:10][c:9]1[c:8]([cH:16][cH:15][cH:14][cH:13]1)[N:7]=[C:6]2[NH2:17].[CH3:42][S:43]([CH3:44])=[O:45].[CH3:46][CH2:47][O:48][C:49](=[O:50])[CH3:51].[CH3:53][c:54]1[cH:55][cH:56][cH:57][cH:58][cH:59]1.[CH:33]([N:34]([CH2:35][CH3:36])[CH:37]([CH3:38])[CH3:39])([CH3:40])[CH3:41].[Cl:18][c:19]1[cH:20][cH:21][c:22]([CH2:25][CH2:26][CH:27]2[NH:28][CH2:29][CH2:30][NH:31][CH2:32]2)[cH:23][cH:24]1.[ClH:1].[OH2:52]>>[CH3:2][c:3]1[cH:4][c:5]2[c:11]([s:12]1)[NH:10][c:9]1[c:8]([cH:16][cH:15][cH:14][cH:13]1)[N:7]=[C:6]2[N:17]1[CH2:30][CH2:29][NH:28][CH:27]([CH2:26][CH2:25][c:22]2[cH:21][cH:20][c:19]([Cl:18])[cH:24][cH:23]2)[CH2:32]1. The reactants are CCO, O=[N+]([O-])c1cc2n(n1)CCN(C1COC1)C2. Yields the product Nc1cc2n(n1)CCN(C1COC1)C2. Reaction SMILES: [CH3:17][CH2:18][OH:19].[N+:1]([O-:2])(=[O:3])[c:4]1[n:5][n:6]2[c:7]([cH:16]1)[CH2:8][N:9]([CH:12]1[CH2:13][O:14][CH2:15]1)[CH2:10][CH2:11]2>>[NH2:1][c:4]1[n:5][n:6]2[c:7]([cH:16]1)[CH2:8][N:9]([CH:12]1[CH2:13][O:14][CH2:15]1)[CH2:10][CH2:11]2. Starting materials: [BH4-], CCCCCC(=O)C=CBr, CCO, [Na+]. Product: CCCCCC(O)C=CBr. As a reaction SMILES: [BH4-:1].[Br:3][CH:4]=[CH:5][C:6]([CH2:7][CH2:8][CH2:9][CH2:10][CH3:11])=[O:12].[CH3:13][CH2:14][OH:15].[Na+:2]>>[Br:3][CH:4]=[CH:5][CH:6]([CH2:7][CH2:8][CH2:9][CH2:10][CH3:11])[OH:12].